From a dataset of the Open Reaction Database (ORD), a public repository of structured organic reaction records. describe an organic reaction: reactants, conditions, products, and yield The reactants are C(C)(C)C=1N=COC1 (4-isopropyl-oxazole), C(C)OC(N(CC=1C=NC(=CC1)C)C1=C(C(=NC(=C1)Br)N)[N+](=O)[O-])=O ((2-amino-6-bromo-3-nitro-pyridin-4-yl)-(6-methyl-pyridin-3-ylmethyl)-carbamic acid ethyl ester). Product: C(C)OC(N(CC=1C=NC(=CC1)C)C1=C(C(=NC(=C1)C=1OC=C(N1)C(C)C)N)[N+](=O)[O-])=O ([2-Amino-6-(4-isopropyl-oxazol-2-yl)-3-nitro-pyridin-4-yl]-(6-methyl-pyridin-3-ylmethyl)-carbamic acid ethyl ester), product. RXN SMILES: [CH:1]([C:4]1[N:5]=[CH:6][O:7][CH:8]=1)([CH3:3])[CH3:2].[CH2:9]([O:11][C:12](=[O:33])[N:13]([C:22]1[CH:27]=[C:26](Br)[N:25]=[C:24]([NH2:29])[C:23]=1[N+:30]([O-:32])=[O:31])[CH2:14][C:15]1[CH:16]=[N:17][C:18]([CH3:21])=[CH:19][CH:20]=1)[CH3:10]>>[CH2:9]([O:11][C:12](=[O:33])[N:13]([C:22]1[CH:27]=[C:26]([C:6]2[O:7][CH:8]=[C:4]([CH:1]([CH3:3])[CH3:2])[N:5]=2)[N:25]=[C:24]([NH2:29])[C:23]=1[N+:30]([O-:32])=[O:31])[CH2:14][C:15]1[CH:16]=[N:17][C:18]([CH3:21])=[CH:19][CH:20]=1)[CH3:10]. Reported procedure: The title compound was prepared following the example in preparation 70, using 4-isopropyl-oxazole (54 mg) and (2-amino-6-bromo-3-nitro-pyridin-4-yl)-(6-methyl-pyridin-3-ylmethyl)-carbamic acid ethyl ester (100 mg), giving the product (71 mg) as a yellow gum. Reactants: OC1=C(C=O)C(=CC=C1)[Si](C)(C)C (2-hydroxy-6-trimethylsilylbenzaldehyde), BrBr (bromine), C(O)([O-])=O.[Na+] (sodium hydrogencarbonate). Run in C(Cl)(Cl)(Cl)Cl (carbon tetrachloride). Conditions: time 8 hour. Yields the product BrC1=CC=CC(=C1C=O)O (6-bromo-2-hydroxybenzaldehyde). RXN SMILES: [OH:1][C:2]1[CH:9]=[CH:8][CH:7]=[C:6]([Si](C)(C)C)[C:3]=1[CH:4]=[O:5].[Br:14]Br.C(=O)([O-])O.[Na+]>C(Cl)(Cl)(Cl)Cl>[Br:14][C:6]1[C:3]([CH:4]=[O:5])=[C:2]([OH:1])[CH:9]=[CH:8][CH:7]=1 |f:2.3|. Procedure: To a solution of 2-hydroxy-6-trimethylsilylbenzaldehyde (8.1 g) in carbon tetrachloride (160 ml) was added bromine (2.15 ml) dropwise at 0° C., and the mixture was stirred at room temperature overnight. To the mixture was added aqueous sodium hydrogencarbonate solution, and the layers were separated. The aqueous layer was extracted with dichloromethane and the organic layers were combined, washed with sodium thiosulfate solution, dried over magnesium sulfate and evaporated in vacuo. The residue ... The reactants are ClC1=CC=C(C(=O)Cl)C=C1 (4-chlorobenzoyl chloride), C([O-])([O-])=O.[K+].[K+] (potassium carbonate), O.Cl.N1CCC(CC1)=O (4-piperidone hydrochloride hydrate). Solvent: O (water), O1CCCC1 (tetrahydrofuran). Conditions: time 45 minute. Yields the product ClC1=CC=C(C(=O)N2CCC(CC2)=O)C=C1 (N-(4-Chlorobenzoyl)-4-piperidone). Isolated yield 74.6%. Reaction SMILES: [Cl:1][C:2]1[CH:10]=[CH:9][C:5]([C:6](Cl)=[O:7])=[CH:4][CH:3]=1.C(=O)([O-])[O-].[K+].[K+].O.Cl.[NH:19]1[CH2:24][CH2:23][C:22](=[O:25])[CH2:21][CH2:20]1>O.O1CCCC1>[Cl:1][C:2]1[CH:10]=[CH:9][C:5]([C:6]([N:19]2[CH2:24][CH2:23][C:22](=[O:25])[CH2:21][CH2:20]2)=[O:7])=[CH:4][CH:3]=1 |f:1.2.3,4.5.6|. Procedure: 87.5 g of 4-chlorobenzoyl chloride and a solution of 276 g of potassium carbonate in 552 ml of water cooled to 5° C. are added successively with stirring to a suspension of 80.6 g of powdered 4-piperidone hydrochloride hydrate in 1 l of tetrahydrofuran. The mixture is stirred at ambient temperature for a further 45 minutes. The organic phase is then separated off, the aqueous phase is extracted twice more with ethyl acetate, and the organic phases are combined, dried and evaporated down. The res... Starting materials: ClC1=C(N2C(CC2C1)=O)C(=O)OCC1=CC=CC=C1 (Benzyl 3-chloro-1azabicyclo[3.2.0]hept-2-en-7-one-2-carboxylate), C([O-])(O)=O.[Na+] (sodium bicarbonate), C (charcoal). The reagents and catalysts are [Pd] (palladium). Solvent: CO (methanol), O (water). Yields the product ClC1=C(N2C(CC2C1)=O)C(=O)[O-].[Na+] (sodium 3-chloro-1-azabicyclo[3.2.0]hept-2-en-7-one-2-carboxylate). Reaction SMILES: [Cl:1][C:2]1[CH2:8][CH:7]2[N:4]([C:5](=[O:9])[CH2:6]2)[C:3]=1[C:10]([O:12]CC1C=CC=CC=1)=[O:11].C(=O)(O)[O-].[Na+:24].C>CO.O.[Pd]>[Cl:1][C:2]1[CH2:8][CH:7]2[N:4]([C:5](=[O:9])[CH2:6]2)[C:3]=1[C:10]([O-:12])=[O:11].[Na+:24] |f:1.2,7.8|. Reported procedure: Benzyl 3-chloro-1azabicyclo[3.2.0]hept-2-en-7-one-2-carboxylate (28 mg) in methanol (2.5 ml) and water (0.5 ml) containing sodium bicarbonate (8.5 ml) is hydrogenated with 10% palladium on powdered charcoal (30 mg) at 40 psi for 30 minutes. The mixture is filtered and the catalyst is washed with water (5 ml). The combined filtrate is concentrated in vacuo to 1/2 its volume, washed with ethylacetate, and lyophilized to provide sodium 3-chloro-1-azabicyclo[3.2.0]hept-2-en-7-one-2-carboxylate. Starting materials: COC1=CC2=C(CC(NC=C2)=O)C=C1OC (7,8-dimethoxy-1,3-dihydro-2H-3-benzazepin-2-one), [H-].[Na+] (sodium hydride), ClCCCN(C(OC(C)(C)C)=O)C (tert-butyl (3-chloropropyl)methylcarbamate). The solvent is CN(C)C=O (DMF), CN(C)C=O (DMF). Run at temperature 25 celsius, time 1 hour. Product: COC1=CC2=C(CC(N(C=C2)CCCN(C(OC(C)(C)C)=O)C)=O)C=C1OC (tert-Butyl [3-(7,8-dimethoxy-2-oxo-1,2-dihydro-3H-3-benzazepin-3-yl)propyl]-methylcarbamate). Yield: 137.9%. As a reaction SMILES: [CH3:1][O:2][C:3]1[C:14]([O:15][CH3:16])=[CH:13][C:6]2[CH2:7][C:8](=[O:12])[NH:9][CH:10]=[CH:11][C:5]=2[CH:4]=1.[H-].[Na+].Cl[CH2:20][CH2:21][CH2:22][N:23]([CH3:31])[C:24](=[O:30])[O:25][C:26]([CH3:29])([CH3:28])[CH3:27]>CN(C=O)C>[CH3:1][O:2][C:3]1[C:14]([O:15][CH3:16])=[CH:13][C:6]2[CH2:7][C:8](=[O:12])[N:9]([CH2:20][CH2:21][CH2:22][N:23]([CH3:31])[C:24](=[O:30])[O:25][C:26]([CH3:29])([CH3:28])[CH3:27])[CH:10]=[CH:11][C:5]=2[CH:4]=1 |f:1.2|. Procedure details: Suspend 1.7 g (7.8 mmol) of 7,8-dimethoxy-1,3-dihydro-2H-3-benzazepin-2-one in 35 ml of DMF and then add 374 mg (9.35 mmol, 1.2 equivalents) of sodium hydride (60% suspension in oil). A clear pale yellow solution is obtained, which is stirred for one hour at 25° C. 1.94 g (9.35 mmol, 1.2 equivalent) of tert-butyl (3-chloropropyl)methylcarbamate dissolved in 10 ml of DMF are then added dropwise. The whole is heated at 50° C. overnight and then the solvent is evaporated to dryness. The residue is ...